From a dataset of the Open Reaction Database (ORD), a public repository of structured organic reaction records. describe an organic reaction: reactants, conditions, products, and yield Reactants: ClC=1C=C2C(=CC1)N(CC21CNCC1)C(=O)NC=1SC(=CN1)Cl (5-chloro-N-(5-chlorothiazol-2-yl)spiro[indoline-3,3′-pyrrolidine]-1-carboxamide), BrC=1C=C2C(=CC1)N(CC21CNCC1)C(=O)NC=1SC(=CN1)Cl (5-bromo-N-(5-chlorothiazol-2-yl)spiro[indoline-3,3′-pyrrolidine]-1-carboxamide). Yields the product ClC=1C=C2C(=CC1)N(CC21CN(CC1)C=O)C(=O)NC=1SC(=CN1)Cl (5-chloro-N-(5-chlorothiazol-2-yl)-1′-formylspiro[indoline-3,3′-pyrrolidine]-1-carboxamide). RXN SMILES: [Cl:1][C:2]1[CH:3]=[C:4]2[C:10]3([CH2:14][CH2:13][NH:12][CH2:11]3)[CH2:9][N:8]([C:15]([NH:17][C:18]3[S:19][C:20]([Cl:23])=[CH:21][N:22]=3)=[O:16])[C:5]2=[CH:6][CH:7]=1.BrC1C=C2C3(CCNC3)CN([C:38](NC3SC(Cl)=CN=3)=[O:39])C2=CC=1>>[Cl:1][C:2]1[CH:3]=[C:4]2[C:10]3([CH2:14][CH2:13][N:12]([CH:38]=[O:39])[CH2:11]3)[CH2:9][N:8]([C:15]([NH:17][C:18]3[S:19][C:20]([Cl:23])=[CH:21][N:22]=3)=[O:16])[C:5]2=[CH:6][CH:7]=1. Procedure: The captioned compound was obtained in the form of a white solid by performing the same reactions and/or treatments as those in Example 23, with the exception that the 5-chloro-N-(5-chlorothiazol-2-yl)spiro[indoline-3,3′-pyrrolidine]-1-carboxamide obtained as an intermediate of Example 39 was used instead of 5-bromo-N-(5-chlorothiazol-2-yl)spiro[indoline-3,3′-pyrrolidine]-1-carboxamide. The reactants are C(C)OC(=O)C1(CCNCC1)CCOC (4-(2-methoxy-ethyl)-piperidine-4-carboxylic acid ethyl ester), FC(OC1=C(C=CC=C1)S(=O)(=O)Cl)(F)F (2-trifluoromethoxy-benzenesulfonyl chloride), FC(OC1=CC=C(N)C=C1)(F)F (4-(trifluoromethoxy)-aniline). The product is FC(OC1=C(C=CC=C1)S(=O)(=O)N1CCC2(CCN(C2=O)C2=CC=C(C=C2)OC(F)(F)F)CC1)(F)F (8-(2-Trifluoromethoxy-benzenesulfonyl)-2-(4-trifluoromethoxy-phenyl)-2,8-diaza-spiro[4.5]decan-1-one). As a reaction SMILES: C(O[C:4]([C:6]1([CH2:12][CH2:13]OC)[CH2:11][CH2:10][NH:9][CH2:8][CH2:7]1)=[O:5])C.[F:16][C:17]([F:30])([F:29])[O:18][C:19]1[CH:24]=[CH:23][CH:22]=[CH:21][C:20]=1[S:25](Cl)(=[O:27])=[O:26].[F:31][C:32]([F:42])([F:41])[O:33][C:34]1[CH:40]=[CH:39][C:37]([NH2:38])=[CH:36][CH:35]=1>>[F:16][C:17]([F:30])([F:29])[O:18][C:19]1[CH:24]=[CH:23][CH:22]=[CH:21][C:20]=1[S:25]([N:9]1[CH2:8][CH2:7][C:6]2([C:4](=[O:5])[N:38]([C:37]3[CH:39]=[CH:40][C:34]([O:33][C:32]([F:31])([F:41])[F:42])=[CH:35][CH:36]=3)[CH2:13][CH2:12]2)[CH2:11][CH2:10]1)(=[O:27])=[O:26]. Procedure details: Off-white solid. MS (ESI): 539.10 (MH+). This example was prepared in analogy to example 1 step C) to D) from 4-(2-methoxy-ethyl)-piperidine-4-carboxylic acid ethyl ester (example 1 step B)), 2-trifluoromethoxy-benzenesulfonyl chloride and 4-(trifluoromethoxy)-aniline. The reactants are FC1=C(C=C2C=CC=NC2=C1)C=O (7-fluoroquinoline-6-carbaldehyde), C[Mg]Br (methylmagnesium bromide), [NH4+].[Cl-] (NH4Cl). The solvent is C1CCOC1 (THF). Run at time 2 hour. The product is FC1=C(C=C2C=CC=NC2=C1)C(C)O (1-(7-fluoroquinolin-6-yl)ethanol). Reaction SMILES: [F:1][C:2]1[CH:11]=[C:10]2[C:5]([CH:6]=[CH:7][CH:8]=[N:9]2)=[CH:4][C:3]=1[CH:12]=[O:13].[CH3:14][Mg]Br.[NH4+].[Cl-]>C1COCC1>[F:1][C:2]1[CH:11]=[C:10]2[C:5]([CH:6]=[CH:7][CH:8]=[N:9]2)=[CH:4][C:3]=1[CH:12]([OH:13])[CH3:14] |f:2.3|. Reported procedure: To a solution of 7-fluoroquinoline-6-carbaldehyde (4.0 g, 22.84 mmol) in THF (30 ml) at 0° C., was added methylmagnesium bromide (2.85M in THF, 8 mL, 22.84 mmol) dropwise. The solution was stirred for 2 h, and NH4Cl was added to quench the reaction. The resulting mixture was extracted with EtOAc and the organic layer was washed with saturated NaHCO3 and NH4Cl, and dried over Na2SO4, filtered and concentrated to give the crude product, which was purified with Analogix gel silica using hexanes:EtO... Reactants: C(C)(=O)[O-].[Na+] (sodium acetate), C(C)(=O)OCOC (methoxymethyl acetate), C(C)(=O)O[C@]1(C(COC(C)=O)=O)CC[C@H]2[C@@H]3CCC4=CC(CC[C@]4(C)[C@H]3CC[C@]12C)=O (17α,21-diacetoxy-4-pregnene-3,20-dione). Solvent: C(Cl)(Cl)Cl (chloroform), P(=O)(Cl)(Cl)Cl (phosphorus oxychloride). Run at temperature 60 celsius, time 30 minute. The product is C(C)(=O)O[C@]1(C(COC(C)=O)=O)CC[C@H]2[C@@H]3C=C(C4=CC(CC[C@]4(C)[C@H]3CC[C@]12C)=O)C (17α,21-diacetoxy-6-methyl-4,6-pregnadiene-3,20-dione). Isolated yield 55.9%. Reaction SMILES: [C:1]([O-])(=O)C.[Na+].C(OCOC)(=O)C.[C:13]([O:16][C@:17]1([C@:41]2([CH3:42])[C@H:27]([C@H:28]3[C@H:38]([CH2:39][CH2:40]2)[C@:36]2([CH3:37])[C:31](=[CH:32][C:33](=[O:43])[CH2:34][CH2:35]2)[CH2:30][CH2:29]3)[CH2:26][CH2:25]1)[C:18](=[O:24])[CH2:19][O:20][C:21](=[O:23])[CH3:22])(=[O:15])[CH3:14]>C(Cl)(Cl)Cl.P(Cl)(Cl)(Cl)=O>[C:13]([O:16][C@:17]1([C@:41]2([CH3:42])[C@H:27]([C@H:28]3[C@H:38]([CH2:39][CH2:40]2)[C@:36]2([CH3:37])[C:31](=[CH:32][C:33](=[O:43])[CH2:34][CH2:35]2)[C:30]([CH3:1])=[CH:29]3)[CH2:26][CH2:25]1)[C:18](=[O:24])[CH2:19][O:20][C:21](=[O:23])[CH3:22])(=[O:15])[CH3:14] |f:0.1|. Reported procedure: Under argon, a suspension of 0.5 g of sodium acetate in 60 ml of anhydrous chloroform, 2 ml of distilled phosphorus oxychloride, and 15 ml of methoxymethyl acetate is agitated for 30 minutes at a bath temperature of 60° C. After adding 2.0 g of 17α,21-diacetoxy-4-pregnene-3,20-dione, the mixture is further stirred for 3 hours at 70° C. and worked up analogously to Example 1. The dark crude product is purified on 200 g of silica gel with a hexane-ethyl acetate gradient (0-40% ethyl acetate), yiel... The product is N#CC(=Cc1ccc([N+](=O)[O-])s1)S(=O)(=O)NCc1ccccc1. Starting materials: N#CCS(=O)(=O)NCc1ccccc1, O=Cc1ccc([N+](=O)[O-])s1. Reaction SMILES: [CH2:11]([c:12]1[cH:13][cH:14][cH:15][cH:16][cH:17]1)[NH:18][S:19](=[O:20])(=[O:21])[CH2:22][C:23]#[N:24].[N+:1](=[O:2])([O-:3])[c:4]1[s:5][c:6]([CH:9]=[O:10])[cH:7][cH:8]1>>[N+:1](=[O:2])([O-:3])[c:4]1[s:5][c:6]([CH:9]=[C:22]([S:19]([NH:18][CH2:11][c:12]2[cH:13][cH:14][cH:15][cH:16][cH:17]2)(=[O:20])=[O:21])[C:23]#[N:24])[cH:7][cH:8]1.